Dataset: the Open Reaction Database (ORD), a public repository of structured organic reaction records. Task: describe an organic reaction: reactants, conditions, products, and yield The reactants are CCOC(C)=O, COC(=O)c1ccc2c(N)cccc2n1, CC(=O)O, CCCCCC, Cc1ccccc1, COc1ccc(F)cc1C(C)(C)CC(O)(C=O)C(F)(F)F. Product: COC(=O)c1ccc2c(N=CC(O)(CC(C)(C)c3cc(F)ccc3OC)C(F)(F)F)cccc2n1. RXN SMILES: [C:41]([O:42][CH2:43][CH3:44])(=[O:45])[CH3:46].[CH3:1][O:2][C:3](=[O:4])[c:5]1[n:6][c:7]2[cH:8][cH:9][cH:10][c:11]([NH2:15])[c:12]2[cH:13][cH:14]1.[CH3:37][C:38](=[O:39])[OH:40].[CH3:47][CH2:48][CH2:49][CH2:50][CH2:51][CH3:52].[CH3:53][c:54]1[cH:55][cH:56][cH:57][cH:58][cH:59]1.[F:16][c:17]1[cH:18][cH:19][c:20]([O:35][CH3:36])[c:21]([C:23]([CH2:24][C:25]([CH:26]=[O:27])([C:28]([F:29])([F:30])[F:31])[OH:32])([CH3:33])[CH3:34])[cH:22]1>>[CH3:1][O:2][C:3](=[O:4])[c:5]1[n:6][c:7]2[cH:8][cH:9][cH:10][c:11]([N:15]=[CH:26][C:25]([CH2:24][C:23]([c:21]3[c:20]([O:35][CH3:36])[cH:19][cH:18][c:17]([F:16])[cH:22]3)([CH3:33])[CH3:34])([C:28]([F:29])([F:30])[F:31])[OH:32])[c:12]2[cH:13][cH:14]1. Starting materials: COC1=C(C=CC=C1)S (2-Methoxybenzenethiol), ClC1=C(C=O)C=CC(=C1Cl)OS(=O)(=O)C(F)(F)F (2,3-Dichloro-4-trifluoromethanesufonyloxy-benzaldehyde), C(C)(C)N(CC)C(C)C (diisopropylethylamine). Run in C(C)#N (acetonitrile), C(C)#N (acetonitile). Conditions: temperature 50 celsius. Yields the product ClC1=C(C=O)C=CC(=C1Cl)SC1=C(C=CC=C1)OC (2,3-Dichloro-4-(2-methoxyphenylthio)-benzaldehyde). Isolated yield 84.5%. RXN SMILES: [Cl:1][C:2]1[C:9]([Cl:10])=[C:8](OS(C(F)(F)F)(=O)=O)[CH:7]=[CH:6][C:3]=1[CH:4]=[O:5].[CH3:19][O:20][C:21]1[CH:26]=[CH:25][CH:24]=[CH:23][C:22]=1[SH:27].C(N(C(C)C)CC)(C)C>C(#N)C>[Cl:1][C:2]1[C:9]([Cl:10])=[C:8]([S:27][C:22]2[CH:23]=[CH:24][CH:25]=[CH:26][C:21]=2[O:20][CH3:19])[CH:7]=[CH:6][C:3]=1[CH:4]=[O:5]. Procedure: 2,3-Dichloro-4-trifluoromethanesufonyloxy-benzaldehyde (2.50 g) was dissolved in 6 mL acetonitile. 2-Methoxybenzenethiol (2.55 g of 70% pure material, 50% excess) was added. With cooling 2.50 g diisopropylethylamine was added slowly. The solution was removed from the ice bath, whereon a solid formed. The solution was warmed in a 50° C. waterbath for 5 minutes. More acetonitrile (5 mL) was added and the mixture was cooled in ice, and then filtered to get 2.047 g of product, m.p. 137-139° C. Starting materials: C1CCOC1, COc1cc([N+](=O)[O-])ccc1N1CCC(O[Si](C(C)C)(C(C)C)C(C)C)CC1. Product: COc1cc(N)ccc1N1CCC(O[Si](C(C)C)(C(C)C)C(C)C)CC1. RXN SMILES: [CH2:29]1[O:30][CH2:31][CH2:32][CH2:33]1.[CH3:1][O:2][c:3]1[c:4]([N:12]2[CH2:13][CH2:14][CH:15]([O:18][Si:19]([CH:20]([CH3:21])[CH3:22])([CH:23]([CH3:24])[CH3:25])[CH:26]([CH3:27])[CH3:28])[CH2:16][CH2:17]2)[cH:5][cH:6][c:7]([N+:9]([O-:10])=[O:11])[cH:8]1>>[CH3:1][O:2][c:3]1[c:4]([N:12]2[CH2:13][CH2:14][CH:15]([O:18][Si:19]([CH:20]([CH3:21])[CH3:22])([CH:23]([CH3:24])[CH3:25])[CH:26]([CH3:27])[CH3:28])[CH2:16][CH2:17]2)[cH:5][cH:6][c:7]([NH2:9])[cH:8]1.